Dataset: the Open Reaction Database (ORD), a public repository of structured organic reaction records. Task: describe an organic reaction: reactants, conditions, products, and yield Starting materials: O=C1CCC(=O)N1Br, CC#N, O=C(Nc1cn2cc(F)ccc2n1)C(F)(F)F. The product is O=C(Nc1nc2ccc(F)cn2c1Br)C(F)(F)F. RXN SMILES: [Br:1][N:2]1[C:3](=[O:4])[CH2:5][CH2:6][C:7]1=[O:8].[CH3:26][C:27]#[N:28].[F:9][C:10]([C:11](=[O:12])[NH:13][c:14]1[n:15][c:16]2[n:17]([cH:18][c:19]([F:22])[cH:20][cH:21]2)[cH:23]1)([F:24])[F:25]>>[Br:1][c:23]1[c:14]([NH:13][C:11]([C:10]([F:9])([F:24])[F:25])=[O:12])[n:15][c:16]2[n:17]1[cH:18][c:19]([F:22])[cH:20][cH:21]2.